From a dataset of the Open Reaction Database (ORD), a public repository of structured organic reaction records. describe an organic reaction: reactants, conditions, products, and yield The reactants are COC=1C=C(COC2=C(C(=CC=C2)O)O)C=C(C1)OC (3-(3,5-Dimethoxybenzyloxy)-benzene-1,2-diol), BrCC1=CC(=C(C=C1)OC)OC (4-bromomethyl-1,2-dimethoxy-benzene), C([O-])([O-])=O.[K+].[K+] (potassium carbonate), C1COCCOCCOCCOCCOCCO1 (18-crown-6-ether). The solvent is CC(=O)C (acetone). Yields the product COC=1C=C(COC2=C(C(=CC=C2)OCC2=CC(=CC(=C2)OC)OC)O)C=CC1OC (2-[3,4-Dimethoxybenzyloxy]6-[3,5-dimethoxybenzyloxy]-phenol). The yield is 31.9%. RXN SMILES: [CH3:1][O:2][C:3]1[CH:4]=[C:5]([CH:16]=[C:17]([O:19][CH3:20])[CH:18]=1)[CH2:6][O:7][C:8]1[CH:13]=[CH:12][CH:11]=[C:10]([OH:14])[C:9]=1[OH:15].Br[CH2:22][C:23]1[CH:28]=[CH:27][C:26]([O:29][CH3:30])=[C:25]([O:31][CH3:32])[CH:24]=1.C(=O)([O-])[O-].[K+].[K+].C1OCCOCCOCCOCCOCCOC1>CC(C)=O>[CH3:32][O:31][C:25]1[CH:24]=[C:23]([CH:28]=[CH:27][C:26]=1[O:29][CH3:30])[CH2:22][O:14][C:10]1[CH:11]=[CH:12][CH:13]=[C:8]([O:7][CH2:6][C:5]2[CH:4]=[C:3]([O:2][CH3:1])[CH:18]=[C:17]([O:19][CH3:20])[CH:16]=2)[C:9]=1[OH:15] |f:2.3.4|. Reported procedure: 3-(3,5-Dimethoxybenzyloxy)-benzene-1,2-diol (0.28 g, 1.03 mmol), 4-bromomethyl-1,2-dimethoxy-benzene (0.24 g, 1.03 mmol), potassium carbonate (0.14 g, 1.03 mmol) and 18-crown-6-ether (0.03 g, 0.11 mmol) were stirred together at room temperature in acetone (30 cm3, 99%) under nitrogen for 21 hours. The solution was evaporated under reduced pressure, and the residue was taken up in dichloromethane (10 cm3) and water (10 cm3). The aqueous layer was extracted with dichloromethane (2×10 cm3), and the... Starting materials: C(C1=CC=CC=C1)N1N=NC(=C1)C(O)C=1C(=NOC1C1=CC=C(C=C1)Br)C ((1-benzyl-1H-[1,2,3]triazol-4-yl)-[5-(4-bromo-phenyl)-3-methyl-isoxazol-4-yl]-methanol), C(C)OC(CC1=CC=C(C=C1)B1OC(C(O1)(C)C)(C)C)=O ([4-(4,4,5,5-tetramethyl-[1,3,2]dioxaborolan-2-yl)-phenyl]-acetic acid ethyl ester). Product: C(C)OC(CC1=CC=C(C=C1)C1=CC=C(C=C1)C1=C(C(=NO1)C)C(O)C=1N=NN(C1)CC1=CC=CC=C1)=O ((4′-{4-[(1-Benzyl-1H-[1,2,3]triazol-4-yl)-hydroxy-methyl]-3-methyl-isoxazol-5-yl}-biphenyl-4-yl)-acetic acid ethyl ester). As a reaction SMILES: [CH2:1]([N:8]1[CH:12]=[C:11]([CH:13]([C:15]2[C:16]([CH3:27])=[N:17][O:18][C:19]=2[C:20]2[CH:25]=[CH:24][C:23](Br)=[CH:22][CH:21]=2)[OH:14])[N:10]=[N:9]1)[C:2]1[CH:7]=[CH:6][CH:5]=[CH:4][CH:3]=1.[CH2:28]([O:30][C:31](=[O:48])[CH2:32][C:33]1[CH:38]=[CH:37][C:36](B2OC(C)(C)C(C)(C)O2)=[CH:35][CH:34]=1)[CH3:29]>>[CH2:28]([O:30][C:31](=[O:48])[CH2:32][C:33]1[CH:38]=[CH:37][C:36]([C:23]2[CH:24]=[CH:25][C:20]([C:19]3[O:18][N:17]=[C:16]([CH3:27])[C:15]=3[CH:13]([C:11]3[N:10]=[N:9][N:8]([CH2:1][C:2]4[CH:7]=[CH:6][CH:5]=[CH:4][CH:3]=4)[CH:12]=3)[OH:14])=[CH:21][CH:22]=2)=[CH:35][CH:34]=1)[CH3:29]. Reported procedure: Prepared according to the procedure described in Example 1, Step 10, using (1-benzyl-1H-[1,2,3]triazol-4-yl)-[5-(4-bromo-phenyl)-3-methyl-isoxazol-4-yl]-methanol and [4-(4,4,5,5-tetramethyl-[1,3,2]dioxaborolan-2-yl)-phenyl]-acetic acid ethyl ester. The reactants are CC1CCC(Oc2ccc3cc(C4(C)COC(=O)N4)ccc3c2)CC1, CCO, [Li+], [OH-], O. Yields the product CC1CCC(Oc2ccc3cc(C(C)(N)CO)ccc3c2)CC1. RXN SMILES: [CH3:1][C:2]1([c:8]2[cH:9][c:10]3[cH:11][cH:12][c:13]([O:18][CH:19]4[CH2:20][CH2:21][CH:22]([CH3:25])[CH2:23][CH2:24]4)[cH:14][c:15]3[cH:16][cH:17]2)[NH:3][C:4](=[O:7])[O:5][CH2:6]1.[CH3:26][CH2:27][OH:28].[Li+:29].[OH-:30].[OH2:31]>>[CH3:1][C:2]([NH2:3])([CH2:6][OH:5])[c:8]1[cH:9][c:10]2[cH:11][cH:12][c:13]([O:18][CH:19]3[CH2:20][CH2:21][CH:22]([CH3:25])[CH2:23][CH2:24]3)[cH:14][c:15]2[cH:16][cH:17]1.